From a dataset of the Open Reaction Database (ORD), a public repository of structured organic reaction records. describe an organic reaction: reactants, conditions, products, and yield Starting materials: BrC=1C(OC(CC1O)(C1=CC=CC=C1)C1=CC=CC=C1)=O (3-bromo-5,6-dihydro-4-hydroxy-6,6-diphenyl-2H-pyran-2-one), ClC1=CC(=C(C=C1)S)C(C)C (4-chloro-2-isopropylbenzenethiol), N1CCCCC1 (piperidine). The solvent is ClCCl (dichloromethane). Yields the product ClC1=CC(=C(C=C1)SC=1C(OC(CC1O)(C1=CC=CC=C1)C1=CC=CC=C1)=O)C(C)C (5,6-Dihydro-3-(4-chloro-2-isopropylphenylthio)-4-hydroxy-6,6-diphenyl-2H-pyran-2-one). Reaction SMILES: Br[C:2]1[C:3](=[O:21])[O:4][C:5]([C:15]2[CH:20]=[CH:19][CH:18]=[CH:17][CH:16]=2)([C:9]2[CH:14]=[CH:13][CH:12]=[CH:11][CH:10]=2)[CH2:6][C:7]=1[OH:8].[Cl:22][C:23]1[CH:28]=[CH:27][C:26]([SH:29])=[C:25]([CH:30]([CH3:32])[CH3:31])[CH:24]=1.N1CCCCC1>ClCCl>[Cl:22][C:23]1[CH:28]=[CH:27][C:26]([S:29][C:2]2[C:3](=[O:21])[O:4][C:5]([C:15]3[CH:20]=[CH:19][CH:18]=[CH:17][CH:16]=3)([C:9]3[CH:14]=[CH:13][CH:12]=[CH:11][CH:10]=3)[CH2:6][C:7]=2[OH:8])=[C:25]([CH:30]([CH3:32])[CH3:31])[CH:24]=1. Procedure: The title compound was prepared as described in General Method 6 from 2.0 mmol of 3-bromo-5,6-dihydro-4-hydroxy-6,6-diphenyl-2H-pyran-2-one (prepared in example AAA), 2.1 mmol of 4-chloro-2-isopropylbenzenethiol, and 2.1 mmol of piperidine in 30 mL of dichloromethane. The product was chromatographed on silica gel, eluting first with chloroform and then with 5% methanol in chloroform (m.p. 95°-96° C.). 1H NMR (DMSO-d6) δ 1.16 (d, 6 H), 3.23 (m, 1 H), 3.73 (bs, 2 H), 5.60 (d, 1 H), 6.45 (d, 1 H), ... Starting materials: O=C([O-])[O-], OCCBr, CN(C)C=O, [K+], [K+], O, c1ccc(C(CN2CCNCC2)c2ccccc2)cc1. Yields the product OCCN1CCN(CC(c2ccccc2)c2ccccc2)CC1. Reaction SMILES: [C:25](=[O:26])([O-:27])[O-:28].[CH2:1]([CH2:2][OH:3])[Br:4].[CH3:31][N:32]([CH3:33])[CH:34]=[O:35].[K+:29].[K+:30].[OH2:36].[c:5]1([CH:11]([CH2:12][N:13]2[CH2:14][CH2:15][NH:16][CH2:17][CH2:18]2)[c:19]2[cH:20][cH:21][cH:22][cH:23][cH:24]2)[cH:6][cH:7][cH:8][cH:9][cH:10]1>>[CH2:1]([CH2:2][OH:3])[N:16]1[CH2:15][CH2:14][N:13]([CH2:12][CH:11]([c:5]2[cH:6][cH:7][cH:8][cH:9][cH:10]2)[c:19]2[cH:20][cH:21][cH:22][cH:23][cH:24]2)[CH2:18][CH2:17]1. Starting materials: C(C)(C)(C)OC(=O)N[C@@H](CC(C)C)C(=O)O (N-(tert-butoxycarbonyl)-L-leucine), FC(C1=CC=C(C=C1)S(=O)(=O)N1C[C@@H]2[C@H](C1)[C@H](CC2)N)(F)F ((3aR,4S,6aS)-2-(4-(Trifluoromethyl)phenylsulfonyl)octahydrocyclopenta[c]pyrrol-4-amine), C(C1=CC=CC=C1)N1C[C@@H]2[C@H](C1)[C@H](CC2)N ((3aR,4S,6aS)-2-benzyloctahydrocyclopenta[c]pyrrol-4-amine). The product is C(C(C)(C)C)N[C@@H](CC(C)C)C(=O)N[C@H]1CC[C@@H]2CN(C[C@@H]21)S(=O)(=O)C2=CC=C(C=C2)C(F)(F)F (N2-neopentyl-N1-((3aR,4S,6aS)-2-{[4-(trifluoromethyl)phenyl]sulfonyl}octahydrocyclopenta[c]pyrrol-4-yl)-L-leucinamide). Reaction SMILES: C(O[C:6]([NH:8][C@H:9]([C:14]([OH:16])=O)[CH2:10][CH:11]([CH3:13])[CH3:12])=O)(C)(C)C.[F:17][C:18]([F:38])([F:37])[C:19]1[CH:24]=[CH:23][C:22]([S:25]([N:28]2[CH2:32][C@@H:31]3[C@@H:33]([NH2:36])[CH2:34][CH2:35][C@@H:30]3[CH2:29]2)(=[O:27])=[O:26])=[CH:21][CH:20]=1.[CH2:39](N1C[C@@H]2[C@@H](N)CC[C@@H]2C1)[C:40]1[CH:45]=CC=C[CH:41]=1>>[CH2:6]([NH:8][C@H:9]([C:14]([NH:36][C@@H:33]1[C@@H:31]2[C@@H:30]([CH2:29][N:28]([S:25]([C:22]3[CH:21]=[CH:20][C:19]([C:18]([F:17])([F:37])[F:38])=[CH:24][CH:23]=3)(=[O:26])=[O:27])[CH2:32]2)[CH2:35][CH2:34]1)=[O:16])[CH2:10][CH:11]([CH3:12])[CH3:13])[C:40]([CH3:45])([CH3:41])[CH3:39]. Procedure details: The title compound was prepared by substituting (S)-4-methyl-2-(neopentylamino)pentanoic acid from Step A of Example 244 for N-(tert-butoxycarbonyl)-L-leucine and (3aR,4S,6aS)-2-(4-(trifluoromethyl)phenylsulfonyl)octahydrocyclopenta[c]pyrrol-4-amine from Step A for (3aR,4S,6aS)-2-benzyloctahydrocyclopenta[c]pyrrol-4-amine in the procedure described in Example 221: 1H NMR (400 MHz, pyridine-d5) δ ppm 8.20-8.23 (m, 1H), 8.13-8.16 (m, 2H), 7.89-7.92 (m, 2H), 4.21-4.29 (m, 1H), 3.86 (dd, J=9.9, 2.8 ... Starting materials: C(C)N(C(=O)NC)CC (1,1-diethyl-3-methylurea), C1(=CC=CC=C1)N=C=O (phenylisocyanate), stannic chloride. Run in ClCCl (dichloromethane). Reaction conditions: time 15 hour. The product is C(C)N(C(=O)N(C(=O)NC1=CC=CC=C1)C)CC (1,1-diethyl-3-methyl-5-phenylbiuret). The yield is 79.0%. Reaction SMILES: [CH2:1]([N:3]([CH2:8][CH3:9])[C:4]([NH:6][CH3:7])=[O:5])[CH3:2].[C:10]1([N:16]=[C:17]=[O:18])[CH:15]=[CH:14][CH:13]=[CH:12][CH:11]=1>ClCCl>[CH2:1]([N:3]([CH2:8][CH3:9])[C:4]([N:6]([CH3:7])[C:17]([NH:16][C:10]1[CH:15]=[CH:14][CH:13]=[CH:12][CH:11]=1)=[O:18])=[O:5])[CH3:2]. Procedure: In 300 ml of anhydrous dichloromethane, 13.0 g (0.1 mole) of 1,1-diethyl-3-methylurea and 12.0 g (0.1 mole) of phenylisocyanate were dissolved. Under cooling the mixture with stirring, 26.0 g (0.1 mole) of stannic chloride was added dropwise. The reaction was continued at a room temperature for 15 hours and the reaction mixture was treated by a procedure similar to that of mentioned in Example 1, and recrystallized from ethanol-petroleum ether to obtain 19.7 g (yield 79%) of 1,1-diethyl-3-methyl... The reactants are 1h, C([O-])(O)=O.[Na+] (sodium bicarbonate), NC1=CC=C(C=N1)C1CC(N(C1)C)=O (4-(6-aminopyridin-3-yl)-1-methylpyrrolidin-2-one), C1CC(=O)N(C1=O)Br (NBS), C1CC(=O)N(C1=O)Br (NBS). Solvent: CCOC(=O)C (EtOAc), C(C)#N (Acetonitrile). Conditions: time 15 minute. The product is NC1=C(C=C(C=N1)C1CC(N(C1)C)=O)Br (4-(6-amino-5-bromopyridin-3-yl)-1-methylpyrrolidin-2-one). As a reaction SMILES: [NH2:1][C:2]1[N:7]=[CH:6][C:5]([CH:8]2[CH2:12][N:11]([CH3:13])[C:10](=[O:14])[CH2:9]2)=[CH:4][CH:3]=1.C1C(=O)N([Br:22])C(=O)C1.C(=O)(O)[O-].[Na+]>C(#N)C.CCOC(C)=O>[NH2:1][C:2]1[N:7]=[CH:6][C:5]([CH:8]2[CH2:12][N:11]([CH3:13])[C:10](=[O:14])[CH2:9]2)=[CH:4][C:3]=1[Br:22] |f:2.3|. Reported procedure: To 4-(6-aminopyridin-3-yl)-1-methylpyrrolidin-2-one (90 mg, 0.377 mmol) in Acetonitrile 3 mL) in ice bath was added NBS (60.3 mg, 0.339 mmol). The reaction mixture was stirred in ice bath for 15 min and room temperature for 30 min. LC-MS shows mixture of SM and product. Added 0.1 equiv. more of NBS and stirred another 1h at room temperature. Reaction mixture was diluted with EtOAc and added 2 mL of Satd sodium bicarbonate. Stirred 10 min. The organic layer was separated, dried over sodium sulfat... Reactants: ( 1 ), N1CCCCC1.CN(C)C=O (piperidine DMF), N([C@@H](CCCNC(NS(=O)(=O)C1=C(C)C=C(OC)C(C)=C1C)=N)C(=O)O)C(=O)OCC1C2=CC=CC=C2C2=CC=CC=C12 (Fmoc-Arg(Mtr)-OH), CC(C)N=C=NC(C)C.C=1C=CC2=C(C1)N=NN2O (DIPCDI HOBt). Run in CN(C)C=O (DMF). Product: N[C@@H](CCCNC(N)=N)C(=O)O (arginine). As a reaction SMILES: N1CCCCC1.CN(C=O)C.[NH:12](C(OCC1C2C(=CC=CC=2)C2C1=CC=CC=2)=O)[C@H:13]([C:35]([OH:37])=[O:36])[CH2:14][CH2:15][CH2:16][NH:17][C:18](=[NH:34])[NH:19]S(C1C(C)=C(C)C(OC)=CC=1C)(=O)=O.CC(N=C=NC(C)C)C.C1C=CC2N(O)N=NC=2C=1>CN(C=O)C>[NH2:12][C@H:13]([C:35]([OH:37])=[O:36])[CH2:14][CH2:15][CH2:16][NH:17][C:18](=[NH:19])[NH2:34] |f:0.1,3.4|. Procedure: After removing the Fmoc groups of the DMBHA resin prepared in (1) with 20% piperidine/DMF, 2.5 eq of Fmoc-Arg(Mtr)-OH based on the DMBHA resin was added, and condensation reaction was carried out in DMF according to the DIPCDI-HOBt method.